This data is from the Open Reaction Database (ORD), a public repository of structured organic reaction records. The task is: describe an organic reaction: reactants, conditions, products, and yield The reactants are C=CCOc1cccc(OC(C)=O)c1, C1CCOC1, CO, [Na+], [OH-]. The product is C=CCOc1cccc(O)c1. As a reaction SMILES: [C:1](=[O:2])([CH3:3])[O:4][c:5]1[cH:6][c:7]([O:11][CH2:12][CH:13]=[CH2:14])[cH:8][cH:9][cH:10]1.[CH2:19]1[O:20][CH2:21][CH2:22][CH2:23]1.[CH3:17][OH:18].[Na+:16].[OH-:15]>>[OH:4][c:5]1[cH:6][c:7]([O:11][CH2:12][CH:13]=[CH2:14])[cH:8][cH:9][cH:10]1. Yields the product NCC1N(CC2C1CCC2)C(=O)C2=C(C=CC(=C2)C)N2N=CC=N2 ((1-(Aminomethyl)hexahydrocyclopenta[c]pyrrol-2(1H)-yl)(5-methyl-2-(2H-1,2,3-triazol-2-yl)phenyl)methanone). Procedure details: A solution of 2-((2-(5-methyl-2-(2H-1,2,3-triazol-2-yl)benzoyl)octahydrocyclopenta[c]pyrrol-1-yl)methyl)isoindoline-1,3-dione (1 equiv.) and hydrazine monohydrate (4 equiv.) in MeOH (0.5M) was stirred at 70° C. for 3 h and then concentrated in vacuo to a yellow oil. The reaction mixture was diluted with EtOAc and washed with water, brine, dried (MgSO4), and concentrated. The crude residue was purified by chromatography on silica gel (20% MeOH in EtOAc) to firstly remove the impurities and then (... Solvent: CO (MeOH). Starting materials: CC=1C=CC(=C(C(=O)N2C(C3C(C2)CCC3)CN3C(C2=CC=CC=C2C3=O)=O)C1)N1N=CC=N1 (2-((2-(5-methyl-2-(2H-1,2,3-triazol-2-yl)benzoyl)octahydrocyclopenta[c]pyrrol-1-yl)methyl)isoindoline-1,3-dione), O.NN (hydrazine monohydrate). As a reaction SMILES: [CH3:1][C:2]1[CH:3]=[CH:4][C:5]([N:30]2[N:34]=[CH:33][CH:32]=[N:31]2)=[C:6]([CH:29]=1)[C:7]([N:9]1[CH2:13][CH:12]2[CH2:14][CH2:15][CH2:16][CH:11]2[CH:10]1[CH2:17][N:18]1C(=O)C2C(=CC=CC=2)C1=O)=[O:8].O.NN>CO>[NH2:18][CH2:17][CH:10]1[CH:11]2[CH2:16][CH2:15][CH2:14][CH:12]2[CH2:13][N:9]1[C:7]([C:6]1[CH:29]=[C:2]([CH3:1])[CH:3]=[CH:4][C:5]=1[N:30]1[N:34]=[CH:33][CH:32]=[N:31]1)=[O:8] |f:1.2|. Starting materials: C1CCOC1, Cc1ccc(N=C=O)cc1F, CCOC(=O)c1nc(N)cn1C. The product is CCOC(=O)c1nc(NC(=O)Nc2ccc(C)c(F)c2)cn1C. As a reaction SMILES: [CH2:24]1[O:25][CH2:26][CH2:27][CH2:28]1.[F:13][c:14]1[cH:15][c:16]([N:21]=[C:22]=[O:23])[cH:17][cH:18][c:19]1[CH3:20].[NH2:1][c:2]1[n:3][c:4]([C:8](=[O:9])[O:10][CH2:11][CH3:12])[n:5]([CH3:7])[cH:6]1>>[NH:1]([c:2]1[n:3][c:4]([C:8](=[O:9])[O:10][CH2:11][CH3:12])[n:5]([CH3:7])[cH:6]1)[C:22]([NH:21][c:16]1[cH:15][c:14]([F:13])[c:19]([CH3:20])[cH:18][cH:17]1)=[O:23]. Reaction SMILES: [CH2:1]([C:5]1[N:9]([CH2:10][C:11]2[CH:16]=[CH:15][C:14]([C:17]3[C:18]([C:23]([OH:25])=O)=[CH:19][CH:20]=[CH:21][CH:22]=3)=[CH:13][CH:12]=2)[C:8]2[CH:26]=[CH:27][CH:28]=[CH:29][C:7]=2[N:6]=1)[CH2:2][CH2:3][CH3:4].S(Cl)(Cl)=O.[CH3:34][S:35]([NH2:38])(=[O:37])=[O:36]>>[CH3:34][S:35]([NH:38][C:23]([C:18]1[C:17]([C:14]2[CH:13]=[CH:12][C:11]([CH2:10][N:9]3[C:8]4[CH:26]=[CH:27][CH:28]=[CH:29][C:7]=4[N:6]=[C:5]3[CH2:1][CH2:2][CH2:3][CH3:4])=[CH:16][CH:15]=2)=[CH:22][CH:21]=[CH:20][CH:19]=1)=[O:25])(=[O:37])=[O:36] |f:1.2|. Reactants: C(CCC)C1=NC2=C(N1CC1=CC=C(C=C1)C=1C(=CC=CC1)C(=O)O)C=CC=C2 (4'-[(2-n-butyl-benzimidazol-1-yl)-methyl]biphenyl-2-carboxylic acid), S(=O)(Cl)Cl.CS(=O)(=O)N (thionyl chloride methanesulphon-amide). Yields the product CS(=O)(=O)NC(=O)C=1C(=CC=CC1)C1=CC=C(C=C1)CN1C(=NC2=C1C=CC=C2)CCCC (4'-[(2-n-Butyl-benzimidazol-1-yl)-methyl]biphenyl-2-carboxylic acid-(N-methanesulphonyl)-amide). Procedure: Prepared in analogous manner to Example 198 from 4'-[(2-n-butyl-benzimidazol-1-yl)-methyl]biphenyl-2-carboxylic acid and thionyl chloride/methanesulphon-amide. Isolated yield 46.8%. RXN SMILES: [C:1]([C:5]1[C:10](=[O:11])[CH:9]=[C:8]([CH3:12])O[C:6]=1[CH3:13])([O:3][CH3:4])=[O:2].[Cl:14][C:15]1[CH:21]=[CH:20][C:18]([NH2:19])=[CH:17][CH:16]=1>C1(C)C=CC=CC=1.O.C1(C)C=CC(S(O)(=O)=O)=CC=1>[Cl:14][C:15]1[CH:21]=[CH:20][C:18]([N:19]2[C:8]([CH3:12])=[CH:9][C:10](=[O:11])[C:5]([C:1]([O:3][CH3:4])=[O:2])=[C:6]2[CH3:13])=[CH:17][CH:16]=1 |f:3.4|. The solvent is C1(=CC=CC=C1)C (toluene). Reactants: C(=O)(OC)C1=C(OC(=CC1=O)C)C (3-carbomethoxy-2,6-dimethylpyr-4-one), ClC1=CC=C(N)C=C1 (4-chloroaniline). Yields the product ClC1=CC=C(C=C1)N1C(=C(C(C=C1C)=O)C(=O)OC)C (N-(4-chlorophenyl)-3-carbomethoxy-2,6-dimethylpyrid-4-one). Reported procedure: 40 g of 3-carbomethoxy-2,6-dimethylpyr-4-one and 30.2 g of 4-chloroaniline are dissolved in 400 ml of toluene along with 400 mg of p-toluenesulfonic acid monohydrate. The reaction mixture is refluxed for 4 hours. The solvent is removed and the product crystallized from ether to yield 30 g of N-(4-chlorophenyl)-3-carbomethoxy-2,6-dimethylpyrid-4-one (m.p. 189°-90°). Reagents/catalysts: O.C1(=CC=C(C=C1)S(=O)(=O)O)C (p-toluenesulfonic acid monohydrate). Starting materials: C(C(C)C)N[C@]12[C@@H]([C@H]3CC[C@@H]4[C@]5(CC=C(C([C@@H]5CC[C@]4([C@@]3(CC1)C)C)(C)C)C1=CC=C(C(=O)OC)C=C1)C)[C@@H](CC2)C(=C)C (methyl 4-((1R,3aS,5aR,5bR,7aR,11aS,11bR,13aR,13bR)-3a-(isobutylamino)-5a,5b,8,8,11a-pentamethyl-1-(prop-1-en-2-yl)-2,3,3a,4,5,5a,5b,6,7,7a,8,11,11a,11b,12,13,13a,13b-octadecahydro-1H-cyclopenta[a]chrysen-9-yl)benzoate), [OH-].[Na+] (NaOH). Run in O1CCOCC1 (1,4-dioxane), CO (methanol), O1CCOCC1 (1,4-dioxane). Run at temperature 75 celsius. Product: C(C(C)C)N[C@]12[C@@H]([C@H]3CC[C@@H]4[C@]5(CC=C(C([C@@H]5CC[C@]4([C@@]3(CC1)C)C)(C)C)C1=CC=C(C(=O)O)C=C1)C)[C@@H](CC2)C(=C)C (4-((1R,3aS,5aR,5bR,7aR,11aS,11bR,13aR,13bR)-3a-(isobutylamino)-5a,5b,8,8,11a-pentamethyl-1-(prop-1-en-2-yl)-2,3,3a,4,5,5a,5b,6,7,7a,8,11,11a,11b,12,13,13a,13b-octadecahydro-1H-cyclopenta[a]chrysen-9-yl)benzoic acid). The yield is 47.1%. As a reaction SMILES: [CH2:1]([NH:5][C@:6]12[CH2:41][CH2:40][C@@H:39]([C:42]([CH3:44])=[CH2:43])[C@@H:7]1[C@@H:8]1[C@@:21]([CH3:24])([CH2:22][CH2:23]2)[C@@:20]2([CH3:25])[C@@H:11]([C@:12]3([CH3:38])[C@@H:17]([CH2:18][CH2:19]2)[C:16]([CH3:27])([CH3:26])[C:15]([C:28]2[CH:37]=[CH:36][C:31]([C:32]([O:34]C)=[O:33])=[CH:30][CH:29]=2)=[CH:14][CH2:13]3)[CH2:10][CH2:9]1)[CH:2]([CH3:4])[CH3:3].[OH-].[Na+]>O1CCOCC1.CO>[CH2:1]([NH:5][C@:6]12[CH2:41][CH2:40][C@@H:39]([C:42]([CH3:44])=[CH2:43])[C@@H:7]1[C@@H:8]1[C@@:21]([CH3:24])([CH2:22][CH2:23]2)[C@@:20]2([CH3:25])[C@@H:11]([C@:12]3([CH3:38])[C@@H:17]([CH2:18][CH2:19]2)[C:16]([CH3:26])([CH3:27])[C:15]([C:28]2[CH:29]=[CH:30][C:31]([C:32]([OH:34])=[O:33])=[CH:36][CH:37]=2)=[CH:14][CH2:13]3)[CH2:10][CH2:9]1)[CH:2]([CH3:4])[CH3:3] |f:1.2|. Procedure details: Preparation of methyl 4-((1R,3aS,5aR,5bR,7aR,11aS,11bR,13aR,13bR)-3a-(isobutylamino)-5a,5b,8,8,11a-pentamethyl-1-(prop-1-en-2-yl)-2,3,3a,4,5,5a,5b,6,7,7a,8,11,11a,11b,12,13,13a,13b-octadecahydro-1H-cyclopenta[a]chrysen-9-yl)benzoate. To a sealable vial containing methyl 4-((1R,3aS,5aR,5bR,7aR,11aS,11bR,13aR,13bR)-3a-amino-5a,5b,8,8,11a-pentamethyl-1-(prop-1-en-2-yl)-2,3,3a,4,5,5a,5b,6,7,7a,8,11,11a,11b,12,13,13a,13b-octadecahydro-1H-cyclopenta[a]chrysen-9-yl)benzoate, HCl (0.075 g, 0.129 mmol) w... The reactants are [Br-], CC(C)c1nc2c([nH]1)CCC2=O, Cc1ccccc1, CCCC[N+](CCCC)(CCCC)CCCC, [Cl-], Clc1ccc(CBr)cc1, [NH4+], [Na+], [OH-]. Product: CC(C)c1nc2c(n1Cc1ccc(Cl)cc1)C(=O)CC2. As a reaction SMILES: [Br-:31].[CH3:1][CH:2]([CH3:3])[c:4]1[n:5][c:6]2[c:7]([nH:8]1)[CH2:9][CH2:10][C:11]2=[O:12].[CH3:22][c:23]1[cH:24][cH:25][cH:26][cH:27][cH:28]1.[CH3:32][CH2:33][CH2:34][CH2:35][N+:36]([CH2:37][CH2:38][CH2:39][CH3:40])([CH2:41][CH2:42][CH2:43][CH3:44])[CH2:45][CH2:46][CH2:47][CH3:48].[Cl-:29].[Cl:13][c:14]1[cH:15][cH:16][c:17]([CH2:18][Br:19])[cH:20][cH:21]1.[NH4+:30].[Na+:50].[OH-:49]>>[CH3:1][CH:2]([CH3:3])[c:4]1[n:5]([CH2:18][c:17]2[cH:16][cH:15][c:14]([Cl:13])[cH:21][cH:20]2)[c:6]2[c:7]([n:8]1)[CH2:9][CH2:10][C:11]2=[O:12]. Reactants: [Cr](=O)(=O)([O-])Cl (chlorochromate), OC(CCCC1=CC=C(C=C1)CCCCNC(OCC1=CC=CC=C1)=O)C (benzyl 4-[4-(4-hydroxypentyl)phenyl]butylcarbamate). Solvent: ClCCl (dichloromethane). Run at time 6 hour. Product: O=C(CCCC1=CC=C(C=C1)CCCCNC(OCC1=CC=CC=C1)=O)C (Benzyl 4-[4-(4-oxopentyl)phenyl]butylcarbamate). Yield: 105.3%. Reaction SMILES: [Cr](Cl)([O-])(=O)=O.[OH:6][CH:7]([CH3:32])[CH2:8][CH2:9][CH2:10][C:11]1[CH:16]=[CH:15][C:14]([CH2:17][CH2:18][CH2:19][CH2:20][NH:21][C:22](=[O:31])[O:23][CH2:24][C:25]2[CH:30]=[CH:29][CH:28]=[CH:27][CH:26]=2)=[CH:13][CH:12]=1>ClCCl>[O:6]=[C:7]([CH3:32])[CH2:8][CH2:9][CH2:10][C:11]1[CH:16]=[CH:15][C:14]([CH2:17][CH2:18][CH2:19][CH2:20][NH:21][C:22](=[O:31])[O:23][CH2:24][C:25]2[CH:26]=[CH:27][CH:28]=[CH:29][CH:30]=2)=[CH:13][CH:12]=1. Reported procedure: Pyrididium chlorochromate (7.32 g, 34.00 mmol) was added to a mixture of benzyl 4-[4-(4-hydroxypentyl)phenyl]butylcarbamate (138) (6.27 g, 17.00 mmol) and 4 Å molecular sieves in dichloromethane (250 mL) in three portions and stirred at rt for 6 h. The reaction mixture was then filtered through diatomaceous earth and the filtrate was concentrated to a black oil. Purification by column chromatography (silica, 30:70 ethyl acetate/hexanes) afforded ketone 140 (6.58 g, >99% yield) as a white solid: ...